The task is: describe an organic reaction: reactants, conditions, products, and yield. This data is from the Open Reaction Database (ORD), a public repository of structured organic reaction records. The reactants are CC(=O)O, CC(=O)O, C1CCOC1, CSCc1cnc(Cl)c(F)c1, Ic1ccccc1, N#CN. Yields the product N#CN=[SH]Cc1cnc(Cl)c(F)c1. Reaction SMILES: [C:15]([OH:16])(=[O:17])[CH3:18].[C:19]([OH:20])(=[O:21])[CH3:22].[CH2:30]1[O:31][CH2:32][CH2:33][CH2:34]1.[Cl:1][c:2]1[n:3][cH:4][c:5]([CH2:9][S:10][CH3:11])[cH:6][c:7]1[F:8].[I:23][c:24]1[cH:25][cH:26][cH:27][cH:28][cH:29]1.[NH2:12][C:13]#[N:14]>>[Cl:1][c:2]1[n:3][cH:4][c:5]([CH2:9][SH:10]=[N:14][C:13]#[N:12])[cH:6][c:7]1[F:8]. RXN SMILES: [S:1]1[C:5]2[CH:6]=[C:7]([N:10]3[CH:14](C(F)(F)F)[CH2:13][NH:12][C:11]3=[O:19])[CH:8]=[CH:9][C:4]=2[N:3]=[CH:2]1.I[C:21]1[CH:22]=[N:23][CH:24]=[CH:25][C:26]=1[CH3:27].[CH3:28]NC1CCCCC1NC.P([O-])([O-])([O-])=O.[K+].[K+].[K+]>[Cu](I)I.C(OCC)(=O)C.O1CCOCC1>[S:1]1[C:5]2[CH:6]=[C:7]([N:10]3[CH2:14][CH:13]([CH3:28])[N:12]([C:21]4[CH:22]=[N:23][CH:24]=[CH:25][C:26]=4[CH3:27])[C:11]3=[O:19])[CH:8]=[CH:9][C:4]=2[N:3]=[CH:2]1 |f:3.4.5.6|. The yield is 1541.3%. Solvent: O1CCOCC1 (1,4-dioxane), C(C)(=O)OCC (ethyl acetate). Reported procedure: Using the same reaction conditions and work up as described in Example 1, step-3,1-benzothiazol-6-yl-5-trifluoromethyl-imidazolidin-2-one (I-172b: 0.15 g, 0.0005 mol) was refluxed with 3-Iodo-4-methyl-pyridine (0.168 g, 0.0007 mol), copper iodide (0.01 g, 0.00005 mol), N,N′-Dimethyl-cyclohexane-1,2-diamine (0.01 g, 0.000015 mol), potassium phosphate (0.3 g, 0.001 mol) and 1,4-dioxane (20 mL) at 120° C. for 12 hours to afford the crude product. The reaction was monitored by TLC (100% ethyl acetat... Reagents/catalysts: [Cu](I)I (copper iodide). Starting materials: IC=1C=NC=CC1C (3-Iodo-4-methyl-pyridine), CNC1C(CCCC1)NC (N,N′-Dimethyl-cyclohexane-1,2-diamine), P(=O)([O-])([O-])[O-].[K+].[K+].[K+] (potassium phosphate), S1C=NC2=C1C=C(C=C2)N2C(NCC2C(F)(F)F)=O (3,1-benzothiazol-6-yl-5-trifluoromethyl-imidazolidin-2-one). The product is S1C=NC2=C1C=C(C=C2)N2C(N(C(C2)C)C=2C=NC=CC2C)=O (1-Benzothiazol-6-yl-4-methyl-3-(4-methyl-pyridin-3-yl)-imidazolidin-2-one). The reactants are crude product, C(C1=CC=CC=C1)N1CC(C(CC1)=O)C(=O)OCC (ethyl 1-benzyl-4-oxopiperidine-3-carboxylate). Reagents/catalysts: [Pd] (Pd/C). The solvent is CCO (EtOH), CCO (EtOH). Run at time 4 hour. The product is O=C1C(CNCC1)C(=O)OCC (Ethyl 4-oxopiperidine-3-carboxylate). The yield is 88.4%. Reaction SMILES: C([N:8]1[CH2:13][CH2:12][C:11](=[O:14])[CH:10]([C:15]([O:17][CH2:18][CH3:19])=[O:16])[CH2:9]1)C1C=CC=CC=1>CCO.[Pd]>[O:14]=[C:11]1[CH2:12][CH2:13][NH:8][CH2:9][CH:10]1[C:15]([O:17][CH2:18][CH3:19])=[O:16]. Procedure details: To a solution of ethyl 1-benzyl-4-oxopiperidine-3-carboxylate (360.0 g, 1.21 mol) in EtOH (6.7 L) was added wet Pd/C (55.0 g) under N2 that then was replaced by H2. The reaction mixture was stirred at rt for 4 h, filtered and concentrated to give a crude product. The crude product was slurried with EtOH (200 mL) for 2 h and then filtered. The filtered cake was washed with MTBE and the combined organic phases were concentrated to give the title compound (222.0 g, 1.07 mol, 88.4%).